From a dataset of the Open Reaction Database (ORD), a public repository of structured organic reaction records. describe an organic reaction: reactants, conditions, products, and yield Starting materials: O=C([O-])[O-], CC(C)=O, [Cs+], [Cs+], CC(C)I, O, COc1ccc(C#N)c(O)c1. Yields the product COc1ccc(C#N)c(OC(C)C)c1. As a reaction SMILES: [C:1](=[O:2])([O-:3])[O-:4].[CH3:23][C:24](=[O:25])[CH3:26].[Cs+:5].[Cs+:6].[I:18][CH:19]([CH3:20])[CH3:21].[OH2:22].[OH:7][c:8]1[c:9]([C:10]#[N:11])[cH:12][cH:13][c:14]([O:16][CH3:17])[cH:15]1>>[O:7]([c:8]1[c:9]([C:10]#[N:11])[cH:12][cH:13][c:14]([O:16][CH3:17])[cH:15]1)[CH:19]([CH3:20])[CH3:21].